Dataset: the Open Reaction Database (ORD), a public repository of structured organic reaction records. Task: describe an organic reaction: reactants, conditions, products, and yield Reactants: C(=O)(OCC1=CC=CC=C1)NC(NCCC[C@@H](NC(C(C1=CC=CC=C1)C1=CC=CC=C1)=O)C(=O)N[C@@H](CO)C1=CC=CC=C1)=NC(=O)OCC1=CC=CC=C1 ((R)-Nω,Nω '-bis(Cbz)-N2 -(diphenylacetyl)-(R)-N-(2-hydroxy-1-phenylethyl)-arginine amide), CC(=O)O (HOAc), Cl (HCl). Reagents/catalysts: [Pd] (Pd/C). The solvent is CO (MeOH). The product is Cl.C1(=CC=CC=C1)C(C(=O)N[C@H](CCCNC(N)=N)C(=O)N[C@@H](CO)C1=CC=CC=C1)C1=CC=CC=C1 ((R)-N2 -(Diphenylacetyl)-(R)-N-(2-hydroxy-1-phenylethyl)arginine amide hydrochloride). RXN SMILES: C([NH:11][C:12](=[N:46]C(OCC1C=CC=CC=1)=O)[NH:13][CH2:14][CH2:15][CH2:16][C@H:17]([C:34]([NH:36][C@H:37]([C:40]1[CH:45]=[CH:44][CH:43]=[CH:42][CH:41]=1)[CH2:38][OH:39])=[O:35])[NH:18][C:19](=[O:33])[CH:20]([C:27]1[CH:32]=[CH:31][CH:30]=[CH:29][CH:28]=1)[C:21]1[CH:26]=[CH:25][CH:24]=[CH:23][CH:22]=1)(OCC1C=CC=CC=1)=O.CC(O)=O.[ClH:61]>[Pd].CO>[ClH:61].[C:21]1([CH:20]([C:27]2[CH:32]=[CH:31][CH:30]=[CH:29][CH:28]=2)[C:19]([NH:18][C@@H:17]([C:34]([NH:36][C@H:37]([C:40]2[CH:45]=[CH:44][CH:43]=[CH:42][CH:41]=2)[CH2:38][OH:39])=[O:35])[CH2:16][CH2:15][CH2:14][NH:13][C:12](=[NH:11])[NH2:46])=[O:33])[CH:22]=[CH:23][CH:24]=[CH:25][CH:26]=1 |f:5.6|. Procedure: Prepared according to the method described in Example 1(g) above from (R)-Nω,Nω '-bis(Cbz)-N2 -(diphenylacetyl)-(R)-N-(2-hydroxy-1-phenylethyl)-arginine amide (0.250 g; from step (e) above), 10% Pd/C (200 mg) and, instead of HOAc, 50 mL of MeOH with 1 mL of concentrated HCl, yielding 69 mg of the title compound. The reactants are O=C([O-])O, CCO, N#Cc1cnc2ccc([N+](=O)[O-])cc2c1Cl, Nc1cccc(I)c1, [Na+]. As a reaction SMILES: [C:25](=[O:26])([OH:27])[O-:28].[CH3:30][CH2:31][OH:32].[Cl:9][c:10]1[c:11]([C:23]#[N:24])[cH:12][n:13][c:14]2[cH:15][cH:16][c:17]([N+:20](=[O:21])[O-:22])[cH:18][c:19]12.[I:1][c:2]1[cH:3][c:4]([NH2:5])[cH:6][cH:7][cH:8]1.[Na+:29]>>[I:1][c:2]1[cH:3][c:4]([NH:5][c:10]2[c:11]([C:23]#[N:24])[cH:12][n:13][c:14]3[cH:15][cH:16][c:17]([N+:20](=[O:21])[O-:22])[cH:18][c:19]23)[cH:6][cH:7][cH:8]1. The product is N#Cc1cnc2ccc([N+](=O)[O-])cc2c1Nc1cccc(I)c1. Reactants: O (Water), N1=CC=CC=C1 (pyridine), C(C)(=O)OC(C)=O (acetic anhydride), CC=1NC(=C(C(C1C(=O)OC)C1=CC(=CC=C1)[N+](=O)[O-])C(=O)OCCOC1=CC=C(C=C1)CCO)C (2,6-dimethyl-3-carbomethoxy-4-(3-nitrophenyl)-5-(2-[4-(2-hydroxyethyl)phenoxy]ethoxycarbonyl)-1,4-dihydropyridine). The solvent is C(Cl)Cl (CH2Cl2). Conditions: time 24 hour. Yields the product CC=1NC(=C(C(C1C(=O)OC)C1=CC(=CC=C1)[N+](=O)[O-])C(=O)OCCOC1=CC=C(C=C1)CCOC(C)=O)C (2,6-dimethyl-3-methoxycarbonyl-4-(3-nitrophenyl)-5-(2-[4-(2-acetoxyethyl)phenoxy]ethoxycarbonyl)-1,4-dihydropyridine). RXN SMILES: [CH3:1][C:2]1[NH:3][C:4]([CH3:36])=[C:5]([C:21]([O:23][CH2:24][CH2:25][O:26][C:27]2[CH:32]=[CH:31][C:30]([CH2:33][CH2:34][OH:35])=[CH:29][CH:28]=2)=[O:22])[CH:6]([C:12]2[CH:17]=[CH:16][CH:15]=[C:14]([N+:18]([O-:20])=[O:19])[CH:13]=2)[C:7]=1[C:8]([O:10][CH3:11])=[O:9].N1C=CC=CC=1.[C:43](OC(=O)C)(=[O:45])[CH3:44].O>C(Cl)Cl>[CH3:1][C:2]1[NH:3][C:4]([CH3:36])=[C:5]([C:21]([O:23][CH2:24][CH2:25][O:26][C:27]2[CH:28]=[CH:29][C:30]([CH2:33][CH2:34][O:35][C:43](=[O:45])[CH3:44])=[CH:31][CH:32]=2)=[O:22])[CH:6]([C:12]2[CH:17]=[CH:16][CH:15]=[C:14]([N+:18]([O-:20])=[O:19])[CH:13]=2)[C:7]=1[C:8]([O:10][CH3:11])=[O:9]. Procedure: To a solution of 2,6-dimethyl-3-carbomethoxy-4-(3-nitrophenyl)-5-(2-[4-(2-hydroxyethyl)phenoxy]ethoxycarbonyl)-1,4-dihydropyridine (1.25 g, 2.52 mmoles) in CH2Cl2 (15 mL) cooled to 0° C., were added pyridine (0.25 mL, 3.10 mmoles) and acetic anhydride (0.85 mL, 9.0 mmoles). The reaction mixture was left at room temperature for 24 hours. Water (20 mL) was then added to extract the pyridine. The organic layer was dried over anhydrous Na2SO4. After evaporation of the solvent, the crude product (1.5...